This data is from the Open Reaction Database (ORD), a public repository of structured organic reaction records. The task is: describe an organic reaction: reactants, conditions, products, and yield Starting materials: CCOC(=O)CC(C)=O, CC(=O)O, CC(C)=CCCl, N, [Na], O=[N+]([O-])[O-], O. The product is CCOC(=O)CC(=O)CCC=C(C)C. As a reaction SMILES: [C:7]([CH3:8])(=[O:9])[CH2:10][C:11](=[O:12])[O:13][CH2:14][CH3:15].[CH3:23][C:24](=[O:25])[OH:26].[Cl:16][CH2:17][CH:18]=[C:19]([CH3:20])[CH3:21].[NH3:5].[Na:6].[O-:1][N+:2](=[O:3])[O-:4].[OH2:22]>>[C:7]([CH2:8][CH2:17][CH:18]=[C:19]([CH3:20])[CH3:21])(=[O:9])[CH2:10][C:11](=[O:12])[O:13][CH2:14][CH3:15]. The reactants are FC1=C(CN2N=C(C3=C2CCC3)C=3N=C(C2=C(N3)NC(C2(C)C)=O)I)C=CC=C1 (2-[1-(2-fluorobenzyl)-1,4,5,6-tetrahydrocyclopenta[c]pyrazol-3-yl]-4-iodo-5,5-dimethyl-5,7-dihydro-6H-pyrrolo[2,3-d]pyrimidin-6-one). Reagents/catalysts: [Pd] (palladium on charcoal). Run in CN(C)C=O (DMF). Yields the product FC1=C(CN2N=C(C3=C2CCC3)C=3N=CC2=C(N3)NC(C2(C)C)=O)C=CC=C1 (2-[1-(2-Fluorobenzyl)-1,4,5,6-tetrahydrocyclopenta[c]pyrazol-3-yl]-5,5-dimethyl-5,7-dihydro-6H-pyrrolo[2,3-d]pyrimidin-6-one). Yield: 82.8%. RXN SMILES: [F:1][C:2]1[CH:29]=[CH:28][CH:27]=[CH:26][C:3]=1[CH2:4][N:5]1[C:9]2[CH2:10][CH2:11][CH2:12][C:8]=2[C:7]([C:13]2[N:14]=[C:15](I)[C:16]3[C:21]([CH3:23])([CH3:22])[C:20](=[O:24])[NH:19][C:17]=3[N:18]=2)=[N:6]1>CN(C=O)C.[Pd]>[F:1][C:2]1[CH:29]=[CH:28][CH:27]=[CH:26][C:3]=1[CH2:4][N:5]1[C:9]2[CH2:10][CH2:11][CH2:12][C:8]=2[C:7]([C:13]2[N:14]=[CH:15][C:16]3[C:21]([CH3:23])([CH3:22])[C:20](=[O:24])[NH:19][C:17]=3[N:18]=2)=[N:6]1. Reported procedure: 45 mg (0.08 mmol) of 2-[1-(2-fluorobenzyl)-1,4,5,6-tetrahydrocyclopenta[c]pyrazol-3-yl]-4-iodo-5,5-dimethyl-5,7-dihydro-6H-pyrrolo[2,3-d]pyrimidin-6-one were dissolved in 5 ml of absolute DMF, 18 mg (0.02 mmol) of 10% palladium on charcoal were added and hydrogenation was effected under standard hydrogen pressure overnight. The reaction mixture was filtered through Celite and concentrated, and the residue was purified by means of preparative HPLC (eluent: acetonitrile/water, gradient 20:80→100:0... Starting materials: C=CCn1c(Cl)nc2[nH]c(=O)[nH]c(=O)c21, CCCI, [Na+], [Na+], O=C([O-])[O-], CN(C)C=O. Product: C=CCn1c(Cl)nc2c1c(=O)[nH]c(=O)n2CCC. As a reaction SMILES: [Cl:1][c:2]1[n:3][c:4]2[nH:5][c:6](=[O:15])[nH:7][c:8](=[O:14])[c:9]2[n:10]1[CH2:11][CH:12]=[CH2:13].[I:16][CH2:17][CH2:18][CH3:19].[Na+:20].[Na+:21].[O-:22][C:23](=[O:24])[O-:25].[O:26]=[CH:27][N:28]([CH3:29])[CH3:30]>>[Cl:1][c:2]1[n:3][c:4]2[n:5]([CH2:17][CH2:18][CH3:19])[c:6](=[O:15])[nH:7][c:8](=[O:14])[c:9]2[n:10]1[CH2:11][CH:12]=[CH2:13]. Reactants: [CH-]1C=CC=C1.[CH-]1C=CC=C1.[Fe+2] (ferrocene), C(C=C)[SiH](Cl)C(C)(C)C (allyl-tert-butylchlorosilane). Reaction conditions: time 2 hour. The product is Cl[SiH](CC(C)[C-]1C=CC=C1)C(C)(C)C.[CH-]1C=CC=C1.[Fe+2] ((3-chloro-1,4,4-trimethyl-3-silapentyl)ferrocene). The yield is 26.0%. RXN SMILES: [CH-:1]1[CH:5]=[CH:4][CH:3]=[CH:2]1.[CH-:6]1[CH:10]=[CH:9][CH:8]=[CH:7]1.[Fe+2:11].[CH2:12]([SiH:15]([C:17]([CH3:20])([CH3:19])[CH3:18])[Cl:16])[CH:13]=[CH2:14]>>[Cl:16][SiH:15]([C:17]([CH3:20])([CH3:19])[CH3:18])[CH2:12][CH:13]([C-:1]1[CH:5]=[CH:4][CH:3]=[CH:2]1)[CH3:14].[CH-:6]1[CH:10]=[CH:9][CH:8]=[CH:7]1.[Fe+2:11] |f:0.1.2,4.5.6|. Reported procedure: In the same apparatus and procedures as EXAMPLE 1, 0.60 g (3.22 mmol) of ferrocene was reacted with 1.05 g (6.44 mmol) of allyl-tert-butylchlorosilane under dry nitrogen atmospheric pressure for 2 hrs. After the addition of the catalyst solution, the reaction mixture was stirred for 2 hrs to complete the alkylation. The solvent was distilled off at atmospheric pressure and the products were then extracted with 20.0 ml of hexane. Vacuum distillation of the reaction products at 200° C. and at 0.5 ... Reactants: C1(CC1)C=1N=CC(=NC1)N[C@@H]1[C@H](CCC1)NC(C1=C(C=CC=C1)N1N=CC=N1)=O (N-[(1S,2S)-2-[(5-Cyclopropylpyrazin-2-yl)amino]cyclopentyl]-2-(2H-1,2,3-triazol-2-yl)benzamide), Intermediate 30a, C(=C)B1OC(C(O1)(C)C)(C)C (2-ethenyl-4,4,5,5-tetramethyl-1,3,2-dioxaborolane), BrC=1N=CC(=NC1)N[C@@H]1[C@H](CCC1)NC(C1=C(C=CC=C1)N1N=CC=N1)=O (N-[(1S,2S)-2-[(5-bromopyrazin-2-yl)amino]cyclopentyl]-2-(2H-1,2,3-triazol-2-yl)benzamide), ClC=1N=CC(=NC1)N[C@@H]1[C@H](CCC1)NC(C1=C(C=CC=C1)N1N=CC=N1)=O (N-[(1S,2S)-2-[(5-chloropyrazin-2-yl)amino]cyclopentyl]-2-(2H-1,2,3-triazol-2-yl)benzamide). Conditions: time 2 hour. Yields the product C(C)C=1N=CC(=NC1)N[C@@H]1[C@H](CCC1)NC(C1=C(C=CC=C1)N1N=CC=N1)=O (N-[(1S,2S)-2-[(5-Ethylpyrazin-2-yl)amino]cyclopentyl]-2-(2H-1,2,3-triazol-2-yl)benzamide). Reaction SMILES: [CH:1]1([C:4]2[N:5]=[CH:6][C:7]([NH:10][C@H:11]3[CH2:15][CH2:14][CH2:13][C@@H:12]3[NH:16][C:17](=[O:29])[C:18]3[CH:23]=[CH:22][CH:21]=[CH:20][C:19]=3[N:24]3[N:28]=[CH:27][CH:26]=[N:25]3)=[N:8][CH:9]=2)C[CH2:2]1.BrC1N=CC(N[C@H]2CCC[C@@H]2NC(=O)C2C=CC=CC=2N2N=CC=N2)=NC=1.ClC1N=CC(N[C@H]2CCC[C@@H]2NC(=O)C2C=CC=CC=2N2N=CC=N2)=NC=1.C(B1OC(C)(C)C(C)(C)O1)=C>>[CH2:1]([C:4]1[N:5]=[CH:6][C:7]([NH:10][C@H:11]2[CH2:15][CH2:14][CH2:13][C@@H:12]2[NH:16][C:17](=[O:29])[C:18]2[CH:23]=[CH:22][CH:21]=[CH:20][C:19]=2[N:24]2[N:25]=[CH:26][CH:27]=[N:28]2)=[N:8][CH:9]=1)[CH3:2]. Reported procedure: Prepared according to the procedure for N-[(1S,2S)-2-[(5-cyclopropylpyrazin-2-yl)amino]cyclopentyl]-2-(2H-1,2,3-triazol-2-yl)benzamide (Example 112) from N-[(1S,2S)-2-[(5-bromopyrazin-2-yl)amino]cyclopentyl]-2-(2H-1,2,3-triazol-2-yl)benzamide and N-[(1S,2S)-2-[(5-chloropyrazin-2-yl)amino]cyclopentyl]-2-(2H-1,2,3-triazol-2-yl)benzamide (Intermediate 30a and 30b; 100 mg, 0.23 mmol) and 2-ethenyl-4,4,5,5-tetramethyl-1,3,2-dioxaborolane (CAS number 75927-49-0; 151 mg, 0.98 mmol) except this was puri... The reactants are O=C(O)c1nc2cc(Cl)ccc2[nH]1, Cl, CN(C)C(=O)C(N)Cc1ccccc1. The product is CN(C)C(=O)C(Cc1ccccc1)NC(=O)c1nc2cc(Cl)ccc2[nH]1. RXN SMILES: [Cl:16][c:17]1[cH:18][c:19]2[c:20]([nH:21][c:22]([C:24](=[O:25])[OH:26])[n:23]2)[cH:27][cH:28]1.[ClH:1].[NH2:2][CH:3]([C:4](=[O:5])[N:6]([CH3:7])[CH3:8])[CH2:9][c:10]1[cH:11][cH:12][cH:13][cH:14][cH:15]1>>[NH:2]([CH:3]([C:4](=[O:5])[N:6]([CH3:7])[CH3:8])[CH2:9][c:10]1[cH:11][cH:12][cH:13][cH:14][cH:15]1)[C:24]([c:22]1[nH:21][c:20]2[c:19]([cH:18][c:17]([Cl:16])[cH:28][cH:27]2)[n:23]1)=[O:25].